describe an organic reaction: reactants, conditions, products, and yield From a dataset of the Open Reaction Database (ORD), a public repository of structured organic reaction records. Reaction SMILES: [CH3:1][O:2][C:3]1[CH:4]=[C:5]([CH:34]=[CH:35][C:36]=1[O:37][CH3:38])[CH2:6][CH:7]1[C:13]2[CH:14]=[C:15]([OH:20])[C:16]([O:18][CH3:19])=[CH:17][C:12]=2[CH2:11][CH2:10][CH2:9][N:8]1[CH2:21][C:22]([NH:24][CH:25]1[C:33]2[C:28](=[CH:29][CH:30]=[CH:31][CH:32]=2)[CH2:27][CH2:26]1)=[O:23].Br[CH:40]([CH3:42])[CH3:41]>>[CH3:1][O:2][C:3]1[CH:4]=[C:5]([CH:34]=[CH:35][C:36]=1[O:37][CH3:38])[CH2:6][CH:7]1[C:13]2[CH:14]=[C:15]([O:20][CH:40]([CH3:42])[CH3:41])[C:16]([O:18][CH3:19])=[CH:17][C:12]=2[CH2:11][CH2:10][CH2:9][N:8]1[CH2:21][C:22]([NH:24][CH:25]1[C:33]2[C:28](=[CH:29][CH:30]=[CH:31][CH:32]=2)[CH2:27][CH2:26]1)=[O:23]. Procedure: prepared by reaction of 2-[1-(3,4-dimethoxy-benzyl)-8-hydroxy-7-methoxy-1,3,4,5-tetrahydro-benzo[c]azepin-2-yl]-N-indan-1-yl-acetamide with 2-bromopropane. Starting materials: COC=1C=C(CC2N(CCCC3=C2C=C(C(=C3)OC)O)CC(=O)NC3CCC2=CC=CC=C32)C=CC1OC (2-[1-(3,4-dimethoxy-benzyl)-8-hydroxy-7-methoxy-1,3,4,5-tetrahydro-benzo[c]azepin-2-yl]-N-indan-1-yl-acetamide), BrC(C)C (2-bromopropane). Product: COC=1C=C(CC2N(CCCC3=C2C=C(C(=C3)OC)OC(C)C)CC(=O)NC3CCC2=CC=CC=C32)C=CC1OC (2-[1-(3,4-Dimethoxy-benzyl)-8-isopropoxy-7-methoxy-1,3,4,5-tetrahydro-benzo[c]azepin-2-yl]-N-indan-1-yl-acetamide). Reactants: solution, C(C1=CC=CC=C1)OC1=CC=C(OC2=CC(=NC=C2)Cl)C=C1 (4-(4-benzyloxy-phenoxy)-2-chloro-pyridine), CN (CH3NH2), CS(=O)C (DMSO), CCN(C(C)C)C(C)C (DIEA), CN (CH3NH2). Solvent: C1CCOC1 (THF). Conditions: temperature 100 celsius. The product is C(C1=CC=CC=C1)OC1=CC=C(OC2=CC(=NC=C2)NC)C=C1 ([4-(4-Benzyloxy-phenoxy)-pyridin-2-yl]-methylamine). Reaction SMILES: [CH2:1]([O:8][C:9]1[CH:22]=[CH:21][C:12]([O:13][C:14]2[CH:19]=[CH:18][N:17]=[C:16](Cl)[CH:15]=2)=[CH:11][CH:10]=1)[C:2]1[CH:7]=[CH:6][CH:5]=[CH:4][CH:3]=1.CS(C)=O.C[CH2:28][N:29](C(C)C)C(C)C.CN>C1COCC1>[CH2:1]([O:8][C:9]1[CH:22]=[CH:21][C:12]([O:13][C:14]2[CH:19]=[CH:18][N:17]=[C:16]([NH:29][CH3:28])[CH:15]=2)=[CH:11][CH:10]=1)[C:2]1[CH:7]=[CH:6][CH:5]=[CH:4][CH:3]=1. Reported procedure: In a 350 mL sealed tube fitted with stirring bar were combined at 0° C. 4-(4-benzyloxy-phenoxy)-2-chloro-pyridine (Step a, 2.11 g, 6.79 mmol), DMSO (10 mL), DIEA (1.3 mL, 7.47 mmol), and CH3NH2 (4.1 mL of a 2 N solution in THF, 8.15 mmol). The reaction was heated to 100° C. for 7 days. During that period, an additional amount of CH3NH2 solution was added on four separate days (for a total of 70 mL). The reaction was cooled to RT and diluted into 1N NaOH and Et2O after evaporating off THF. After ... Reactants: resultant mixture, S(=O)(=O)(OC)OC (Dimethyl sulphate), CS(=O)(=O)OC=1C=NC2=CC(=CC=C2C1O)C(F)(F)F (4-hydroxy-7-trifluoromethylquinol-3-yl methanesulphonate), C([O-])([O-])=O.[K+].[K+] (potassium carbonate). Solvent: CC(CC)=O (2-butanone). The product is CS(=O)(=O)OC1=CN(C2=CC(=CC=C2C1=O)C(F)(F)F)C (1-methyl-4-oxo-7-trifluoromethyl-1,4-dihydroquinol-3-yl methanesulphonate). As a reaction SMILES: S(OC)(O[CH3:5])(=O)=O.[CH3:8][S:9]([O:12][C:13]1[CH:14]=[N:15][C:16]2[C:21]([C:22]=1[OH:23])=[CH:20][CH:19]=[C:18]([C:24]([F:27])([F:26])[F:25])[CH:17]=2)(=[O:11])=[O:10].C(=O)([O-])[O-].[K+].[K+]>CC(=O)CC>[CH3:8][S:9]([O:12][C:13]1[C:22](=[O:23])[C:21]2[C:16](=[CH:17][C:18]([C:24]([F:27])([F:25])[F:26])=[CH:19][CH:20]=2)[N:15]([CH3:5])[CH:14]=1)(=[O:11])=[O:10] |f:2.3.4|. Procedure details: Dimethyl sulphate (26.1ml) was added to a stirred suspension of 4-hydroxy-7-trifluoromethylquinol-3-yl methanesulphonate (7.19 g) and potassium carbonate (75.5 g) in dry 2-butanone (350 ml) and the resultant mixture was heated under reflux for 5 hours. The solvent was removed by distillation and the resultant residue was extracted with dichloromethane (600 ml then 400 ml). The combined extracts were dried over magnesium sulphate and the solvent was removed by distillation. The residue was purifi... The reactants are C(#N)C1=C(C(=O)[O-])C=CC=N1.[K+] (potassium 2-cyanonicotinate), ClCC=1N=C(SC1)C (4-chloromethyl-2-methylthiazole). Reagents/catalysts: C1COCCOCCOCCOCCOCCO1 (18-crown-6-ether). Run in C(C)#N (acetonitrile). The product is C(#N)C1=C(C(=O)OCC=2N=C(SC2)C)C=CC=N1 ((2-Methyl-4-thiazolyl)methyl 2-cyanonicotinate). Isolated yield 40.9%. As a reaction SMILES: [C:1]([C:3]1[N:11]=[CH:10][CH:9]=[CH:8][C:4]=1[C:5]([O-:7])=[O:6])#[N:2].[K+].Cl[CH2:14][C:15]1[N:16]=[C:17]([CH3:20])[S:18][CH:19]=1>C(#N)C.C1OCCOCCOCCOCCOCCOC1>[C:1]([C:3]1[N:11]=[CH:10][CH:9]=[CH:8][C:4]=1[C:5]([O:7][CH2:14][C:15]1[N:16]=[C:17]([CH3:20])[S:18][CH:19]=1)=[O:6])#[N:2] |f:0.1|. Reported procedure: A mixture of potassium 2-cyanonicotinate (4.1 g; 0.022 mole), 4-chloromethyl-2-methylthiazole (2.95 g; 0.02 mole) and 18-crown-6-ether (0.13 g; 0.0005 mole) in acetonitrile (50 cc) is brought to reflux for 8 hours. The solvent is then evaporated off and the residue taken up in water and extracted with dichloromethane. After drying, evaporation of the dichloromethane and purification by chromatography on a silica column, Compound 1(2.12 g; 41%; m.p. 93° C.) is obtained. Reactants: C1CCOC1, CS, CCOC(C)=O, [Na], C(=CC(=Nc1ccccc1)Oc1ccccc1)Oc1ccccc1. Product: CSC=CC(=Nc1ccccc1)Oc1ccccc1. As a reaction SMILES: [CH2:25]1[O:26][CH2:27][CH2:28][CH2:29]1.[CH3:31][SH:32].[CH3:33][CH2:34][O:35][C:36](=[O:37])[CH3:38].[Na:30].[O:1]([c:2]1[cH:3][cH:4][cH:5][cH:6][cH:7]1)[CH:8]=[CH:9][C:10]([O:11][c:12]1[cH:13][cH:14][cH:15][cH:16][cH:17]1)=[N:18][c:19]1[cH:20][cH:21][cH:22][cH:23][cH:24]1>>[CH:8](=[CH:9][C:10]([O:11][c:12]1[cH:13][cH:14][cH:15][cH:16][cH:17]1)=[N:18][c:19]1[cH:20][cH:21][cH:22][cH:23][cH:24]1)[S:32][CH3:31]. The reactants are Cl (HCl), O1CCOCC1 (dioxane), ice, C(C)(C)(C)OC(NCCN1C(=NC(=C1)I)C(C)C)=O ([2-(4-iodo-2-isopropyl-imidazol-1-yl)-ethyl]-carbamic acid tert-butyl ester). Run in C(Cl)Cl (DCM). Run at temperature 0 celsius, time 15 minute. Yields the product IC=1N=C(N(C1)CCN)C(C)C (2-(4-iodo-2-isopropyl-imidazol-1-yl)-ethylamine), Cl (HCl). Reaction SMILES: C(OC(=O)[NH:7][CH2:8][CH2:9][N:10]1[CH:14]=[C:13]([I:15])[N:12]=[C:11]1[CH:16]([CH3:18])[CH3:17])(C)(C)C.[ClH:20].O1CCOCC1>C(Cl)Cl>[I:15][C:13]1[N:12]=[C:11]([CH:16]([CH3:18])[CH3:17])[N:10]([CH2:9][CH2:8][NH2:7])[CH:14]=1.[ClH:20]. Reported procedure: To an ice-cooled solution of [2-(4-iodo-2-isopropyl-imidazol-1-yl)-ethyl]-carbamic acid tert-butyl ester (3.011 g; 7.941 mmol) in DCM (75 ml) was added slowly 4N HCl in dioxane (40 ml; 160 mmol). The resulting suspension was stirred at 0° C. for 15 min., then at rt for 2 h45. The volatiles were removed under reduced pressure, then under HV. The product 2-(4-iodo-2-isopropyl-imidazol-1-yl)-ethylamine was obtained as a colorless solid (2.720 g; 100%; presence of 2 eq. of HCl). LC-MS: tR=0.19 min.;... Starting materials: COC(=O)C(C)(C)CN1CCC(CNC(=O)N2C(=O)C3(CCCC3)c3ccccc32)CC1, CC(=O)O, ClCCl, [Na+], O=C([O-])O, O, O=S(=O)(O)O. Product: CC(C)(CN1CCC(CNC(=O)N2C(=O)C3(CCCC3)c3ccccc32)CC1)C(=O)O. As a reaction SMILES: [CH3:1][C:2]([C:3](=[O:4])[O:5][CH3:6])([CH2:7][N:8]1[CH2:9][CH2:10][CH:11]([CH2:14][NH:15][C:16](=[O:17])[N:18]2[C:19](=[O:31])[C:20]3([CH2:21][CH2:22][CH2:23][CH2:24]3)[c:25]3[cH:26][cH:27][cH:28][cH:29][c:30]32)[CH2:12][CH2:13]1)[CH3:32].[CH3:46][C:47](=[O:48])[OH:49].[Cl:43][CH2:44][Cl:45].[Na+:42].[O-:38][C:39]([OH:40])=[O:41].[OH2:50].[S:33](=[O:34])(=[O:35])([OH:36])[OH:37]>>[CH3:1][C:2]([C:3](=[O:4])[OH:5])([CH2:7][N:8]1[CH2:9][CH2:10][CH:11]([CH2:14][NH:15][C:16](=[O:17])[N:18]2[C:19](=[O:31])[C:20]3([CH2:21][CH2:22][CH2:23][CH2:24]3)[c:25]3[cH:26][cH:27][cH:28][cH:29][c:30]32)[CH2:12][CH2:13]1)[CH3:32]. Reactants: C([O-])([O-])=O.[K+].[K+] (potassium carbonate), BrCC=1C=C(C(=O)OC)C=CC1 (methyl 3-(bromomethyl)benzoate), IC1=CC=C(C=C1)O (4-iodophenol), residue, [OH-].[Na+] (sodium hydroxide), [OH-].[Na+] (sodium hydroxide), N1[C@H](C(=O)O)CCC1 (L-proline). The solvent is C(C)(=O)OCC (Ethyl acetate), CN(C)C=O (DMF), CN(C=O)C (N,N-dimethylformamide), CO (methanol), C1CCOC1 (THF), O1CCCC1 (tetrahydrofuran), C(C)(=O)OCC (Ethyl acetate), ClCCl (dichloromethane). Reaction conditions: time 8 hour. The product is IC1=CC=C(OCC=2C=C(C(=O)N3[C@H](C(=O)O)CCC3)C=CC2)C=C1 (1-{3-[(4-iodophenoxy)methyl]benzoyl}-L-proline). The yield is 64.0%. Reaction SMILES: C(=O)([O-])[O-].[K+].[K+].Br[CH2:8][C:9]1[CH:10]=[C:11]([CH:16]=[CH:17][CH:18]=1)[C:12]([O:14]C)=O.[I:19][C:20]1[CH:25]=[CH:24][C:23]([OH:26])=[CH:22][CH:21]=1.[OH-].[Na+].[NH:29]1[CH2:36][CH2:35][CH2:34][C@H:30]1[C:31]([OH:33])=[O:32]>ClCCl.C(OCC)(=O)C.CO.C1COCC1.CN(C=O)C>[I:19][C:20]1[CH:25]=[CH:24][C:23]([O:26][CH2:8][C:9]2[CH:10]=[C:11]([CH:16]=[CH:17][CH:18]=2)[C:12]([N:29]2[CH2:36][CH2:35][CH2:34][C@H:30]2[C:31]([OH:33])=[O:32])=[O:14])=[CH:22][CH:21]=1 |f:0.1.2,5.6|. Procedure: N,N-dimethylformamide (hereinafter, DMF) (100 mL), potassium carbonate (1.1 g, 7.8 mmol), and methyl 3-(bromomethyl)benzoate (1.2 g, 5.2 mmol) were added to 4-iodophenol (1.2 g, 5.5 mmol), and stirred at room temperature overnight. Ethyl acetate was used as an extraction solvent, and after washing with water, a 1 N sodium hydroxide aqueous solution, and saturated brine, the resultant was dried over magnesium sulfate. The solvent was distilled away under reduced pressure. To the resulting residue...